Dataset: the Open Reaction Database (ORD), a public repository of structured organic reaction records. Task: describe an organic reaction: reactants, conditions, products, and yield Starting materials: NC1=CN=C(C=C1C(=O)O)Cl (5-amino-2-chloroisonicotinic acid), CN (methylamine), C1(CCCC1)N1CCC(CC1)OC1=CC=C(C=O)C=C1 (4-[(1-cyclopentyl-4-piperidinyl)oxy]benzaldehyde). The product is ClC1=CC2=C(N=C(N(C2=O)C)C2=CC=C(C=C2)OC2CCN(CC2)C2CCCC2)C=N1 (6-Chloro-2-{4-[(1-cyclopentylpiperidin-4-yl)oxy]phenyl}-3-methylpyrido[3,4-d]pyrimidin-4(3H)-one). As a reaction SMILES: [NH2:1][C:2]1[C:7]([C:8]([OH:10])=O)=[CH:6][C:5]([Cl:11])=[N:4][CH:3]=1.[CH3:12][NH2:13].[CH:14]1([N:19]2[CH2:24][CH2:23][CH:22]([O:25][C:26]3[CH:33]=[CH:32][C:29]([CH:30]=O)=[CH:28][CH:27]=3)[CH2:21][CH2:20]2)[CH2:18][CH2:17][CH2:16][CH2:15]1>>[Cl:11][C:5]1[N:4]=[CH:3][C:2]2[N:1]=[C:30]([C:29]3[CH:32]=[CH:33][C:26]([O:25][CH:22]4[CH2:23][CH2:24][N:19]([CH:14]5[CH2:18][CH2:17][CH2:16][CH2:15]5)[CH2:20][CH2:21]4)=[CH:27][CH:28]=3)[N:13]([CH3:12])[C:8](=[O:10])[C:7]=2[CH:6]=1. Procedure details: The entitled compound was obtained according to the method of Example 15 but starting from 5-amino-2-chloroisonicotinic acid, methylamine and 4-[(1-cyclopentyl-4-piperidinyl)oxy]benzaldehyde. The reactants are CCOC(C)=O, CC(=O)OC(C)c1nnn(-c2cccc(Cl)c2)n1, CCCCCCC. The product is CC(O)c1nnn(-c2cccc(Cl)c2)n1. Reaction SMILES: [C:19]([O:20][CH2:21][CH3:22])(=[O:23])[CH3:24].[C:1](=[O:2])([CH3:3])[O:4][CH:5]([CH3:6])[c:7]1[n:8][n:9][n:10](-[c:12]2[cH:13][c:14]([Cl:18])[cH:15][cH:16][cH:17]2)[n:11]1.[CH3:25][CH2:26][CH2:27][CH2:28][CH2:29][CH2:30][CH3:31]>>[OH:4][CH:5]([CH3:6])[c:7]1[n:8][n:9][n:10](-[c:12]2[cH:13][c:14]([Cl:18])[cH:15][cH:16][cH:17]2)[n:11]1. Reactants: ClCC([C@H]1CC[C@H]2[C@@H]3CC[C@H]4C[C@@H]([C@H](C[C@]4(C)[C@H]3C(C[C@]12C)=O)N1CC(OCC1)(C)C)O)=O ((2β,3α,5α)-21-chloro-3-hydroxy-2-(2,2-dimethyl-4-morpholinyl)pregnane-11,20-dione), [C-]#N.[Na+] (sodium cyanide), CN(C=O)C (N,N-dimethylformamide). Solvent: CO (methanol), O (water), O (water). Yields the product O[C@H]1C[C@@H]2CC[C@H]3[C@@H]4CC[C@H](C(CC#N)=O)[C@]4(CC([C@@H]3[C@]2(C[C@@H]1N1CC(OCC1)(C)C)C)=O)C ((2β,3α,5α)-3-hydroxy-2-(2,2-dimethyl-4-morpholinyl)-11,20-dioxopregnane-21-carbonitrile). As a reaction SMILES: Cl[CH2:2][C:3](=[O:33])[C@@H:4]1[C@:21]2([CH3:22])[C@H:7]([C@H:8]3[C@H:18]([C:19](=[O:23])[CH2:20]2)[C@:16]2([CH3:17])[C@H:11]([CH2:12][C@H:13]([OH:32])[C@@H:14]([N:24]4[CH2:29][CH2:28][O:27][C:26]([CH3:31])([CH3:30])[CH2:25]4)[CH2:15]2)[CH2:10][CH2:9]3)[CH2:6][CH2:5]1.[C-]#N.[Na+].[CH3:37][N:38](C)C=O>CO.O>[OH:32][C@@H:13]1[C@@H:14]([N:24]2[CH2:29][CH2:28][O:27][C:26]([CH3:31])([CH3:30])[CH2:25]2)[CH2:15][C@@:16]2([CH3:17])[C@@H:11]([CH2:10][CH2:9][C@@H:8]3[C@@H:18]2[C:19](=[O:23])[CH2:20][C@@:21]2([CH3:22])[C@H:7]3[CH2:6][CH2:5][C@@H:4]2[C:3](=[O:33])[CH2:2][C:37]#[N:38])[CH2:12]1 |f:1.2|. Reported procedure: A stirred mixture of (2β,3α,5α)-21-chloro-3-hydroxy-2-(2,2-dimethyl-4-morpholinyl)pregnane-11,20-dione (500 mg), sodium cyanide (500 mg), N,N-dimethylformamide (1.25 ml) in methanol (10 ml) and water (0.25 ml) was heated under reflux for 16 h. The resulting solution was cooled and poured into water (50 ml). The mixture was extracted with dichloromethane and the organic layer was washed with water to pH 7. After drying the solution over sodium sulfate, the solvent was removed under reduced pressu... Reactants: [OH-].[Na+] (sodium hydroxide), IC1=CC2=C(C(OC(N2)=O)=O)C=C1 (7-iodo-2H-3,1-benzoxazine-2,4(1H)-dione), O (water). The solvent is CO (methanol). Reaction conditions: temperature 60 celsius. Yields the product NC1=C(C(=O)OC)C=CC(=C1)I (Methyl 2-amino-4-iodobenzoate). Yield: 80.2%. Reaction SMILES: [OH-].[Na+].[I:3][C:4]1[CH:15]=[CH:14][C:7]2[C:8](=[O:13])[O:9][C:10](=O)[NH:11][C:6]=2[CH:5]=1.O>CO>[NH2:11][C:6]1[CH:5]=[C:4]([I:3])[CH:15]=[CH:14][C:7]=1[C:8]([O:9][CH3:10])=[O:13] |f:0.1|. Reported procedure: To a stirred solution of sodium hydroxide (0.048 g, 1.2 mM) in methanol (4.5 mL) was added 7-iodo-2H-3,1-benzoxazine-2,4(1H)-dione (2.6 g, 9.0 mM). The mixture was heated at 60° C. for 7 hr and the resulting solution was cooled, poured into water and extracted with ethyl acetate. The combined extracts were washed once with dilute sodium hydroxide, dried (MgSO4), filtered and concentrated to leave the title compound (2.0 g, 80%) as a brown oil which slowly crystallized; MS(CI): 278 (M+H).